This data is from the Open Reaction Database (ORD), a public repository of structured organic reaction records. The task is: describe an organic reaction: reactants, conditions, products, and yield Starting materials: S(O)(O)(=O)=O (sulfuric acid), [OH-].[Na+] (sodium hydroxide), CC(C(=O)O)CBr (2-methyl-3-bromopropionic acid), 10, [OH-].[Na+] (sodium hydroxide), C(#N)[S-].[K+] (potassium rhodanide). Solvent: C1(=CC=CC=C1)C (toluene), O (water). Reaction conditions: temperature 0 celsius, time 48 hour. Product: CC(C(=O)O)CSC#N (2-methyl-3-thiocyanatopropionic acid). As a reaction SMILES: [CH3:1][CH:2]([CH2:6]Br)[C:3]([OH:5])=[O:4].[C:8]([S-:10])#[N:9].[K+].[OH-].[Na+].S(=O)(=O)(O)O>C1(C)C=CC=CC=1.O>[CH3:1][CH:2]([CH2:6][S:10][C:8]#[N:9])[C:3]([OH:5])=[O:4] |f:1.2,3.4|. Procedure: 16.7 g of 2-methyl-3-bromopropionic acid are dissolved in 50 ml of toluene, the solution obtained is cooled to 0° C., then 19.42 g of potassium rhodanide and 5 ml of water are added. The pH value of the reaction mixture is adjusted to 6.5 by the dropwise addition of 10 n sodium hydroxide. The pale yellow biphasic solution obtained is stirred at 25° C. for 48 hours while maintaining the pH value between 6.4 and 6.6 by adding further amounts of sodium hydroxide as required. The reaction mixture is... Reactants: Cc1ccncc1Br, NN=C(c1ccccc1)c1ccccc1, CC(C)(C)[O-], Cc1ccccc1, [Na+], CC1(C)c2cccc(P(c3ccccc3)c3ccccc3)c2Oc2c(P(c3ccccc3)c3ccccc3)cccc21. Product: Cc1ccncc1NN=C(c1ccccc1)c1ccccc1. As a reaction SMILES: [Br:1][c:2]1[cH:3][n:4][cH:5][cH:6][c:7]1[CH3:8].[C:9]([c:10]1[cH:11][cH:12][cH:13][cH:14][cH:15]1)([c:16]1[cH:17][cH:18][cH:19][cH:20][cH:21]1)=[N:22][NH2:23].[CH3:66][C:67]([CH3:68])([O-:69])[CH3:70].[CH3:72][c:73]1[cH:74][cH:75][cH:76][cH:77][cH:78]1.[Na+:71].[c:24]1([P:25]([c:26]2[cH:27][cH:28][cH:29][cH:30][cH:31]2)[c:32]2[c:33]3[c:57]([cH:58][cH:59][cH:60]2)[C:54]([CH3:55])([CH3:56])[c:36]2[c:35]([c:40]([P:41]([c:42]4[cH:43][cH:44][cH:45][cH:46][cH:47]4)[c:48]4[cH:49][cH:50][cH:51][cH:52][cH:53]4)[cH:39][cH:38][cH:37]2)[O:34]3)[cH:61][cH:62][cH:63][cH:64][cH:65]1>>[c:2]1([NH:23][N:22]=[C:9]([c:10]2[cH:11][cH:12][cH:13][cH:14][cH:15]2)[c:16]2[cH:17][cH:18][cH:19][cH:20][cH:21]2)[cH:3][n:4][cH:5][cH:6][c:7]1[CH3:8].